This data is from the Open Reaction Database (ORD), a public repository of structured organic reaction records. The task is: describe an organic reaction: reactants, conditions, products, and yield Reactants: CO, Cl, O=C(O)Cc1ccc2c(c1)CCS2. Yields the product COC(=O)Cc1ccc2c(c1)CCS2. RXN SMILES: [CH3:15][OH:16].[ClH:14].[S:1]1[c:2]2[c:3]([cH:6][c:7]([CH2:10][C:11](=[O:12])[OH:13])[cH:8][cH:9]2)[CH2:4][CH2:5]1>>[S:1]1[c:2]2[c:3]([cH:6][c:7]([CH2:10][C:11]([O:12][CH3:15])=[O:13])[cH:8][cH:9]2)[CH2:4][CH2:5]1.